Task: describe an organic reaction: reactants, conditions, products, and yield. Dataset: the Open Reaction Database (ORD), a public repository of structured organic reaction records Starting materials: O=C(Cl)c1cccc(Br)c1, CCN(C(C)C)C(C)C, ClCCl, c1ccc2c(c1)Cn1cccc1CN2. Product: O=C(c1cccc(Br)c1)N1Cc2cccn2Cc2ccccc21. Reaction SMILES: [Br:24][c:25]1[cH:26][c:27]([C:28](=[O:29])[Cl:30])[cH:31][cH:32][cH:33]1.[CH:15]([N:16]([CH2:17][CH3:18])[CH:19]([CH3:20])[CH3:21])([CH3:22])[CH3:23].[Cl:34][CH2:35][Cl:36].[cH:1]1[cH:2][cH:3][n:4]2[c:5]1[CH2:6][NH:7][c:8]1[c:9]([cH:11][cH:12][cH:13][cH:14]1)[CH2:10]2>>[cH:1]1[cH:2][cH:3][n:4]2[c:5]1[CH2:6][N:7]([C:28]([c:27]1[cH:26][c:25]([Br:24])[cH:33][cH:32][cH:31]1)=[O:29])[c:8]1[c:9]([cH:11][cH:12][cH:13][cH:14]1)[CH2:10]2.